describe an organic reaction: reactants, conditions, products, and yield From a dataset of the Open Reaction Database (ORD), a public repository of structured organic reaction records. Reactants: [Li]CCCC, C1CCOC1, CN(C)C=O, c1ccc2sccc2c1. Product: O=Cc1cc2ccccc2s1. As a reaction SMILES: [CH2:10]([Li:11])[CH2:12][CH2:13][CH3:14].[CH2:20]1[O:21][CH2:22][CH2:23][CH2:24]1.[O:15]=[CH:16][N:17]([CH3:18])[CH3:19].[s:1]1[cH:2][cH:3][c:4]2[c:5]1[cH:6][cH:7][cH:8][cH:9]2>>[s:1]1[c:2]([CH:16]=[O:15])[cH:3][c:4]2[c:5]1[cH:6][cH:7][cH:8][cH:9]2. Reactants: CN(C)C=O, CN(C(=O)OC(C)(C)C)c1cc(Oc2ccc(-n3ccnc3)cc2)ccc1[N+](=O)[O-]. Yields the product CN(C(=O)OC(C)(C)C)c1cc(Oc2ccc(-n3ccnc3)cc2)ccc1N. RXN SMILES: [CH3:31][N:32]([CH3:33])[CH:34]=[O:35].[n:1]1(-[c:6]2[cH:7][cH:8][c:9]([O:10][c:11]3[cH:12][cH:13][c:14]([N+:26]([O-:27])=[O:28])[c:15]([N:17]([C:18]([O:19][C:20]([CH3:21])([CH3:22])[CH3:23])=[O:24])[CH3:25])[cH:16]3)[cH:29][cH:30]2)[cH:2][n:3][cH:4][cH:5]1>>[n:1]1(-[c:6]2[cH:7][cH:8][c:9]([O:10][c:11]3[cH:12][cH:13][c:14]([NH2:26])[c:15]([N:17]([C:18]([O:19][C:20]([CH3:21])([CH3:22])[CH3:23])=[O:24])[CH3:25])[cH:16]3)[cH:29][cH:30]2)[cH:2][n:3][cH:4][cH:5]1. Reactants: [Br-], CC(C)=CC=O, [Cl-], [Cu]Br, Fc1ccc([Mg+])cc1, [NH4+], C1CCOC1. The product is CC(C)(CC=O)c1ccc(F)cc1. As a reaction SMILES: [Br-:1].[CH3:10][C:11](=[CH:12][CH:13]=[O:14])[CH3:15].[Cl-:16].[Cu:23][Br:24].[F:2][c:3]1[cH:4][cH:5][c:6]([Mg+:9])[cH:7][cH:8]1.[NH4+:17].[O:18]1[CH2:19][CH2:20][CH2:21][CH2:22]1>>[F:2][c:3]1[cH:4][cH:5][c:6]([C:11]([CH3:10])([CH2:12][CH:13]=[O:14])[CH3:15])[cH:7][cH:8]1. Starting materials: CC(C)(C)OC(=O)N1CCC(N2CCC(Oc3ccc(F)c(F)c3)CC2)C1, Cl, C1COCCO1. Product: Fc1ccc(OC2CCN(C3CCNC3)CC2)cc1F. RXN SMILES: [C:1]([O:2][C:3](=[O:4])[N:8]1[CH2:9][CH:10]([N:13]2[CH2:14][CH2:15][CH:16]([O:19][c:20]3[cH:21][c:22]([F:27])[c:23]([F:26])[cH:24][cH:25]3)[CH2:17][CH2:18]2)[CH2:11][CH2:12]1)([CH3:5])([CH3:6])[CH3:7].[ClH:28].[O:29]1[CH2:30][CH2:31][O:32][CH2:33][CH2:34]1>>[NH:8]1[CH2:9][CH:10]([N:13]2[CH2:14][CH2:15][CH:16]([O:19][c:20]3[cH:21][c:22]([F:27])[c:23]([F:26])[cH:24][cH:25]3)[CH2:17][CH2:18]2)[CH2:11][CH2:12]1. The reactants are COC(=O)CCn1c(C)c(Cc2cccnc2)c2cc(C=CC(=O)O)ccc21, CO, O=C[O-], [NH4+], C1CCOC1. Product: COC(=O)CCn1c(C)c(Cc2cccnc2)c2cc(CCC(=O)O)ccc21. Reaction SMILES: [CH3:1][O:2][C:3](=[O:4])[CH2:5][CH2:6][n:7]1[c:8]([CH3:28])[c:9]([CH2:21][c:22]2[cH:23][n:24][cH:25][cH:26][cH:27]2)[c:10]2[cH:11][c:12]([CH:16]=[CH:17][C:18](=[O:19])[OH:20])[cH:13][cH:14][c:15]12.[CH3:33][OH:34].[CH:29]([O-:30])=[O:31].[NH4+:32].[O:35]1[CH2:36][CH2:37][CH2:38][CH2:39]1>>[CH3:1][O:2][C:3](=[O:4])[CH2:5][CH2:6][n:7]1[c:8]([CH3:28])[c:9]([CH2:21][c:22]2[cH:23][n:24][cH:25][cH:26][cH:27]2)[c:10]2[cH:11][c:12]([CH2:16][CH2:17][C:18](=[O:19])[OH:20])[cH:13][cH:14][c:15]12. Reactants: C(=O)(Cl)Cl (phosgene), C(C1=CC=CC=C1)N1CC(CCC1)OC1=CC(=C(C=C1)Cl)Cl (1-benzyl-3-(3,4-dichlorophenoxy)piperidine). Solvent: C(Cl)Cl (methylene chloride), C(Cl)Cl (methylene chloride). Conditions: time 8 hour. The product is ClC=1C=C(OC2CN(CCC2)C(=O)Cl)C=CC1Cl (3-(3,4-Dichlorophenoxy)-1-piperidinecarbonyl Chloride). As a reaction SMILES: [C:1]([Cl:4])(Cl)=[O:2].C([N:12]1[CH2:17][CH2:16][CH2:15][CH:14]([O:18][C:19]2[CH:24]=[CH:23][C:22]([Cl:25])=[C:21]([Cl:26])[CH:20]=2)[CH2:13]1)C1C=CC=CC=1>C(Cl)Cl>[Cl:26][C:21]1[CH:20]=[C:19]([CH:24]=[CH:23][C:22]=1[Cl:25])[O:18][CH:14]1[CH2:15][CH2:16][CH2:17][N:12]([C:1]([Cl:4])=[O:2])[CH2:13]1. Procedure: To a stirred solution of 8 g (0.085 mole) of phosgene in 100 ml of methylene chloride at 5° C. under nitrogen gas was added slowly a solution of 27.1 g (0.081 mole) of 1-benzyl-3-(3,4-dichlorophenoxy)piperidine in 50 ml of methylene chloride. The reaction mixture was allowed to warm to room temperature over a 2 hr period and then concentrated to a light oil. The oil was triturated with hexane. Starting material, 1.6 g as fine white precipitate, was separated by filtration. The oil was triturated... Reactants: C1(=CC=CC=C1)N1CCNCC1 (1-phenylpiperazine), CN(C(=O)Cl)C(=O)NC (2,4-dimethylallophanoyl chloride). Run in ClCCl (dichloromethane). Yields the product CN(C(=O)N1CCN(CC1)C1=CC=CC=C1)C(=O)NC (1-(2,4-dimethyl-allophanoyl)-4-phenylpiperazine). Isolated yield 72.6%. As a reaction SMILES: [C:1]1([N:7]2[CH2:12][CH2:11][NH:10][CH2:9][CH2:8]2)[CH:6]=[CH:5][CH:4]=[CH:3][CH:2]=1.[CH3:13][N:14]([C:18]([NH:20][CH3:21])=[O:19])[C:15](Cl)=[O:16]>ClCCl>[CH3:13][N:14]([C:18]([NH:20][CH3:21])=[O:19])[C:15]([N:10]1[CH2:11][CH2:12][N:7]([C:1]2[CH:6]=[CH:5][CH:4]=[CH:3][CH:2]=2)[CH2:8][CH2:9]1)=[O:16]. Reported procedure: Into 40 ml of dichloromethane, was dissolved 6.5 g of 1-phenylpiperazine. To the solution, while being stirred and cooled in ice, was added dropwise 3.0 g of 2,4-dimethylallophanoyl chloride. After 0.5 hour of reaction at room temperature, the reaction mixture was washed with water and dried over anhydrous sodium sulfate. The solvent was removed by distillation and the residue was recrystallized from a mixture of ethanol and petroleum ether to obtain 4.0 g (72% yield) of 1-(2,4-dimethyl-allophan...